Dataset: the Open Reaction Database (ORD), a public repository of structured organic reaction records. Task: describe an organic reaction: reactants, conditions, products, and yield The product is Cc1cc2c(o1)c(C(=O)NCc1ccc(F)cc1)cc1nc(Nc3c(Cl)cncc3Cl)[nH]c12. As a reaction SMILES: [CH2:48]1[O:49][CH2:50][CH2:51][CH2:52]1.[Cl:1][c:2]1[cH:3][n:4][cH:5][c:6]([Cl:25])[c:7]1[NH:8][c:9]1[nH:10][c:11]2[c:12]([n:13]1)[cH:14][c:15]([C:22](=[O:23])[OH:24])[c:16]1[c:17]2[cH:18][c:19]([CH3:21])[o:20]1.[F:26][B-:27]([F:28])([F:29])[F:30].[F:53][c:54]1[cH:55][cH:56][c:57]([CH2:58][NH2:59])[cH:60][cH:61]1.[O:62]=[CH:63][N:64]([CH3:65])[CH3:66].[n:31]1([O:32][C:33]([N:34]([CH3:35])[CH3:36])=[N+:37]([CH3:38])[CH3:39])[c:40]2[cH:41][cH:42][cH:43][cH:44][c:45]2[n:46][n:47]1>>[Cl:1][c:2]1[cH:3][n:4][cH:5][c:6]([Cl:25])[c:7]1[NH:8][c:9]1[nH:10][c:11]2[c:12]([n:13]1)[cH:14][c:15]([C:22](=[O:23])[NH:59][CH2:58][c:57]1[cH:56][cH:55][c:54]([F:53])[cH:61][cH:60]1)[c:16]1[c:17]2[cH:18][c:19]([CH3:21])[o:20]1. Reactants: C1CCOC1, Cc1cc2c(o1)c(C(=O)O)cc1nc(Nc3c(Cl)cncc3Cl)[nH]c12, F[B-](F)(F)F, NCc1ccc(F)cc1, CN(C)C=O, CN(C)C(On1nnc2ccccc21)=[N+](C)C. The reactants are C(C)(C)C1=CC=C(C=C1)C1=NN(C(S1)=O)C1=CC=C(C(=O)OC)C=C1 (Methyl 4-[5-(4-isopropylphenyl)-2-oxo-1,3,4-thiadiazol-3(2H)-yl]benzoate), B(Br)(Br)Br (boron tribromide). Solvent: ClCCl (dichloromethane). The product is desired product, C(C)(C)C1=CC=C(C=C1)C1=NN(C(S1)=O)C1=CC=C(C(=O)O)C=C1 (4-[5-(4-isopropylphenyl)-2-oxo-1,3,4-thiadiazol-3(2H)-yl]benzoic acid). Isolated yield 99.7%. RXN SMILES: [CH:1]([C:4]1[CH:9]=[CH:8][C:7]([C:10]2[S:14][C:13](=[O:15])[N:12]([C:16]3[CH:25]=[CH:24][C:19]([C:20]([O:22]C)=[O:21])=[CH:18][CH:17]=3)[N:11]=2)=[CH:6][CH:5]=1)([CH3:3])[CH3:2].B(Br)(Br)Br>ClCCl>[CH:1]([C:4]1[CH:5]=[CH:6][C:7]([C:10]2[S:14][C:13](=[O:15])[N:12]([C:16]3[CH:25]=[CH:24][C:19]([C:20]([OH:22])=[O:21])=[CH:18][CH:17]=3)[N:11]=2)=[CH:8][CH:9]=1)([CH3:3])[CH3:2]. Procedure details: Methyl 4-[5-(4-isopropylphenyl)-2-oxo-1,3,4-thiadiazol-3(2H)-yl]benzoate (0.20 g, 0.56 mmol) in dichloromethane (10 mL) is then treated with boron tribromide (1M in dichloromethane, 1.7 mL, 1.7 mmol) at room temperature overnight. The volatiles are removed in vacuum and the residue is treated with water. The precipitate is collected and washed thoroughly with water to furnish the desired product, 4-[5-(4-isopropylphenyl)-2-oxo-1,3,4-thiadiazol-3(2H)-yl]benzoic acid (0.19 g, 100%), m.p. 205-208° ... Yields the product COC(=O)CC(=O)CCC=C(C)CCCC(C)(C)OC. As a reaction SMILES: [C:17]([O:18][CH3:19])([O-:20])=[O:21].[CH3:1][O:2][C:3]([CH2:4][CH2:5][CH2:6][C:7](=[CH:8][CH2:9][CH2:10][C:11]([CH3:12])=[O:13])[CH3:14])([CH3:15])[CH3:16].[CH3:25][N:26]([CH3:27])[CH:28]=[O:29].[ClH:24].[H-:22].[Na+:23]>>[CH3:1][O:2][C:3]([CH2:4][CH2:5][CH2:6][C:7](=[CH:8][CH2:9][CH2:10][C:11]([CH2:12][C:17]([O:18][CH3:19])=[O:20])=[O:13])[CH3:14])([CH3:15])[CH3:16]. Starting materials: COC(=O)[O-], COC(C)(C)CCCC(C)=CCCC(C)=O, CN(C)C=O, Cl, [H-], [Na+].